Dataset: the Open Reaction Database (ORD), a public repository of structured organic reaction records. Task: describe an organic reaction: reactants, conditions, products, and yield Reactants: Brc1ccc(N2CCNCC2)nc1, CCOC1(O[Si](C)(C)C)CC1, C1CCOC1, CC(=O)O, O. Product: Brc1ccc(N2CCN(C3CC3)CC2)nc1. Reaction SMILES: [Br:12][c:13]1[cH:14][cH:15][c:16]([N:19]2[CH2:20][CH2:21][NH:22][CH2:23][CH2:24]2)[n:17][cH:18]1.[CH2:1]([O:2][C:4]1([O:3][Si:7]([CH3:8])([CH3:9])[CH3:10])[CH2:5][CH2:6]1)[CH3:11].[CH2:30]1[O:31][CH2:32][CH2:33][CH2:34]1.[CH3:26][C:27](=[O:28])[OH:29].[OH2:25]>>[CH:4]1([N:22]2[CH2:21][CH2:20][N:19]([c:16]3[cH:15][cH:14][c:13]([Br:12])[cH:18][n:17]3)[CH2:24][CH2:23]2)[CH2:5][CH2:6]1. Starting materials: COC(C1=C(C(=CC(=C1)Br)C)N(S(=O)(=O)C1=CC=C(C=C1)OC)CC1=CC=CC=C1)=O (2-[Benzyl-(4-methoxy-benzenesulfonyl)-amino]-5-bromo-3-methyl-benzoic acid methyl ester), C#CCCCC (1-hexyne), C#CCCCC (1-hexyne). Reagents/catalysts: C1=CC=C(C=C1)P(C2=CC=CC=C2)C3=CC=CC=C3.C1=CC=C(C=C1)P(C2=CC=CC=C2)C3=CC=CC=C3.Cl[Pd]Cl (bis(triphenylphosphine)palladium(II)dichloride), [Cu]I (copper(I)iodide). Run in CN(C)C=O (DMF), C(C)N(CC)CC (triethylamine), CCOCC (ether). Product: COC(C1=C(C(=CC(=C1)C#CCCCC)C)N(S(=O)(=O)C1=CC=C(C=C1)OC)CC1=CC=CC=C1)=O (2-[Benzyl-(4-methoxy-benzenesulfonyl)-amino]-5-hex-1-ynyl-3-methyl-benzoic acid methyl ester). The yield is 60.9%. As a reaction SMILES: [CH3:1][O:2][C:3](=[O:31])[C:4]1[CH:9]=[C:8](Br)[CH:7]=[C:6]([CH3:11])[C:5]=1[N:12]([CH2:24][C:25]1[CH:30]=[CH:29][CH:28]=[CH:27][CH:26]=1)[S:13]([C:16]1[CH:21]=[CH:20][C:19]([O:22][CH3:23])=[CH:18][CH:17]=1)(=[O:15])=[O:14].[CH:32]#[C:33][CH2:34][CH2:35][CH2:36][CH3:37]>CN(C=O)C.C(N(CC)CC)C.CCOCC.C1C=CC(P(C2C=CC=CC=2)C2C=CC=CC=2)=CC=1.C1C=CC(P(C2C=CC=CC=2)C2C=CC=CC=2)=CC=1.Cl[Pd]Cl.[Cu]I>[CH3:1][O:2][C:3](=[O:31])[C:4]1[CH:9]=[C:8]([C:32]#[C:33][CH2:34][CH2:35][CH2:36][CH3:37])[CH:7]=[C:6]([CH3:11])[C:5]=1[N:12]([CH2:24][C:25]1[CH:30]=[CH:29][CH:28]=[CH:27][CH:26]=1)[S:13]([C:16]1[CH:21]=[CH:20][C:19]([O:22][CH3:23])=[CH:18][CH:17]=1)(=[O:15])=[O:14] |f:5.6.7|. Procedure: To a solution of 0.324 g (0.643 mmol) of the product of Example 11 in 2.0 mL of DMF and 2.0 mL of triethylamine was added 0.088 mL (0.771 mmol) of 1-hexyne, 9 mg (0.013 mmol) of bis(triphenylphosphine)palladium(II)dichloride and 1.2 mg of copper(I)iodide. The reaction mixture was then heated to 65 degrees for 5 h and an additional 0.22 mL of 1-hexyne was added to the reaction. The motion was then heated to zeflux for 6 h and then cooled to room tempemaure and diluted with ether. The organics wer... The reactants are Cl.NCC(=O)N (aminoacetamide hydrochloride), O (water), NC1=NC2=CC=C(C=C2C(=N1)C(=O)N1CC2=CC=CC=C2C1)C1=C(C=O)C=CC=C1 (2-[2-amino-4-(1,3-dihydroisoindole-2-carbonyl)quinazolin-6-yl]benzaldehyde), C(C)(=O)O[BH-](OC(C)=O)OC(C)=O.[Na+] (sodium triacetoxyborohydride). Run in ClCCCl (1,2-dichloroethane), O1CCCC1 (tetrahydrofuran). Conditions: temperature 60 celsius, time 6 hour. The product is NC1=NC2=CC=C(C=C2C(=N1)C(=O)N1CC2=CC=CC=C2C1)C1=C(CNCC(=O)N)C=CC=C1 (2-{2-[2-Amino-4-(1,3-dihydroisoindole-2-carbonyl)quinazolin-6-yl]benzylamino}acetamide). As a reaction SMILES: [NH2:1][C:2]1[N:11]=[C:10]([C:12]([N:14]2[CH2:22][C:21]3[C:16](=[CH:17][CH:18]=[CH:19][CH:20]=3)[CH2:15]2)=[O:13])[C:9]2[C:4](=[CH:5][CH:6]=[C:7]([C:23]3[CH:30]=[CH:29][CH:28]=[CH:27][C:24]=3C=O)[CH:8]=2)[N:3]=1.Cl.[NH2:32][CH2:33][C:34]([NH2:36])=[O:35].[C:37](O[BH-](OC(=O)C)OC(=O)C)(=O)C.[Na+].O>ClCCCl.O1CCCC1>[NH2:1][C:2]1[N:11]=[C:10]([C:12]([N:14]2[CH2:22][C:21]3[C:16](=[CH:17][CH:18]=[CH:19][CH:20]=3)[CH2:15]2)=[O:13])[C:9]2[C:4](=[CH:5][CH:6]=[C:7]([C:23]3[CH:30]=[CH:29][CH:28]=[CH:27][C:24]=3[CH2:37][NH:32][CH2:33][C:34]([NH2:36])=[O:35])[CH:8]=2)[N:3]=1 |f:1.2,3.4|. Procedure: 100 mg of 2-[2-amino-4-(1,3-dihydroisoindole-2-carbonyl)quinazolin-6-yl]benzaldehyde are dissolved in 3 ml of 1,2-dichloroethane and 3 ml of tetrahydrofuran. 39 mg of aminoacetamide hydrochloride are added, and the mixture is stirred at 60° C. for 6 h. After cooling to 25° C., 113 mg of sodium triacetoxyborohydride are added and stirred at 25° C. for a further 12 h. The mixture is poured into water, extracted three times with dichloromethane, and the combined organic phases are dried over sodium... The reactants are CC(=O)Nc1cccc(C2CCN(CCCN)CC2)c1, O=C(O)C(c1ccccc1)(c1ccccc1)c1ccccc1. Yields the product CC(=O)Nc1cccc(C2CCN(CCCNC(=O)C(c3ccccc3)(c3ccccc3)c3ccccc3)CC2)c1. RXN SMILES: [NH2:23][CH2:24][CH2:25][CH2:26][N:27]1[CH2:28][CH2:29][CH:30]([c:33]2[cH:34][c:35]([NH:39][C:40]([CH3:41])=[O:42])[cH:36][cH:37][cH:38]2)[CH2:31][CH2:32]1.[c:1]1([C:7]([C:8](=[O:9])[OH:10])([c:11]2[cH:12][cH:13][cH:14][cH:15][cH:16]2)[c:17]2[cH:18][cH:19][cH:20][cH:21][cH:22]2)[cH:2][cH:3][cH:4][cH:5][cH:6]1>>[c:1]1([C:7]([C:8](=[O:9])[NH:23][CH2:24][CH2:25][CH2:26][N:27]2[CH2:28][CH2:29][CH:30]([c:33]3[cH:34][c:35]([NH:39][C:40]([CH3:41])=[O:42])[cH:36][cH:37][cH:38]3)[CH2:31][CH2:32]2)([c:11]2[cH:12][cH:13][cH:14][cH:15][cH:16]2)[c:17]2[cH:18][cH:19][cH:20][cH:21][cH:22]2)[cH:2][cH:3][cH:4][cH:5][cH:6]1. Starting materials: ClCC(C(C(C)C)(C)C)=O (1-chloro-3,3,4-trimethylpentan-2-one), N1N=CN=C1 (1,2,4-triazole), C([O-])([O-])=O.[K+].[K+] (potassium carbonate). Run in C(C)O (ethanol). Run at temperature 40 celsius, time 15 hour. Yields the product N1(N=CN=C1)CC(C(C(C)C)(C)C)=O (1-(1,2,4-triazol-1-yl)-3,3,4-trimethylpentan-2-one). Yield: 79.2%. As a reaction SMILES: Cl[CH2:2][C:3](=[O:10])[C:4]([CH3:9])([CH3:8])[CH:5]([CH3:7])[CH3:6].[NH:11]1[CH:15]=[N:14][CH:13]=[N:12]1.C(=O)([O-])[O-].[K+].[K+]>C(O)C>[N:11]1([CH2:2][C:3](=[O:10])[C:4]([CH3:9])([CH3:8])[CH:5]([CH3:7])[CH3:6])[CH:15]=[N:14][CH:13]=[N:12]1 |f:2.3.4|. Reported procedure: 162.5 g (1 mol) of 1-chloro-3,3,4-trimethylpentan-2-one are added dropwise to a suspension of 84 g (1.2 mols) of 1,2,4-triazole and 165.6 g (1.2 mols) of potassium carbonate in 1 liter of ethanol. The mixture is stirred for 15 hours at 40° C., the inorganic precipitate is filtered off under suction, the solvent is distilled off, the precipitate is taken up in 500 ml of methylene chloride, the organic phase is extracted with 1 liter of water, the aqueous phase is extracted with 500 ml of methylen... The reactants are ClC1=CC(=C(C=C1)C)I (4-chloro-2-iodo-1-methylbenzene), BrN1C(CCC1=O)=O (N-bromosuccinimide). The reagents and catalysts are C(C1=CC=CC=C1)(=O)OOC(C1=CC=CC=C1)=O (benzoyl peroxide). Run in C(Cl)(Cl)(Cl)Cl (carbon tetrachloride). Product: BrCC1=C(C=C(C=C1)Cl)I (1-(bromomethyl)-4-chloro-2-iodobenzene). Isolated yield 64.6%. As a reaction SMILES: [Cl:1][C:2]1[CH:7]=[CH:6][C:5]([CH3:8])=[C:4]([I:9])[CH:3]=1.[Br:10]N1C(=O)CCC1=O>C(Cl)(Cl)(Cl)Cl.C(OOC(=O)C1C=CC=CC=1)(=O)C1C=CC=CC=1>[Br:10][CH2:8][C:5]1[CH:6]=[CH:7][C:2]([Cl:1])=[CH:3][C:4]=1[I:9]. Reported procedure: A mixture of 4-chloro-2-iodo-1-methylbenzene (3.95 g, 15.6 mmol), N-bromosuccinimide (3.10 g, 17.6 mmol), and benzoyl peroxide (0.1 g) in carbon tetrachloride (100 mL) was heated to reflux for 48 hours, filtered, and concentrated. The concentrate was purified by flash column chromatography on silica gel with 4:100 ethyl acetate/hexanes to provide 3.34 g (64%) of the desired product. MS (DCI/NH3) m/z 330, 332 (M+H)30; 1H NMR (CDCl3) δ 7.85 (d, 1H), 7.40-7.32 (m, 2H), 4.59 (s, 2H). Starting materials: [Li]CCCC, CN(C)C(=O)Nc1cccc(N)n1, CCCCCC, CCO, CC(C)N(CCCl)C(C)C, Cl, C1COCCO1. The product is CC(C)N(CCN(C(=O)N(C)C)c1cccc(N)n1)C(C)C. RXN SMILES: [CH2:1]([Li:2])[CH2:3][CH2:4][CH3:5].[CH3:12][N:13]([C:14](=[O:15])[NH:16][c:17]1[n:18][c:19]([NH2:23])[cH:20][cH:21][cH:22]1)[CH3:24].[CH3:36][CH2:37][CH2:38][CH2:39][CH2:40][CH3:41].[CH3:42][CH2:43][OH:44].[CH:26]([CH3:27])([CH3:28])[N:29]([CH2:30][CH2:31][Cl:32])[CH:33]([CH3:34])[CH3:35].[ClH:25].[O:6]1[CH2:7][CH2:8][O:9][CH2:10][CH2:11]1>>[CH3:12][N:13]([C:14](=[O:15])[N:16]([c:17]1[n:18][c:19]([NH2:23])[cH:20][cH:21][cH:22]1)[CH2:31][CH2:30][N:29]([CH:26]([CH3:27])[CH3:28])[CH:33]([CH3:34])[CH3:35])[CH3:24]. As a reaction SMILES: Cl[CH2:2][CH2:3][CH2:4][C:5]([C:7]1[CH:12]=[CH:11][C:10]([CH3:13])=[CH:9][C:8]=1[CH3:14])=[O:6].[NH:15]1[CH:19]=[CH:18][N:17]=[CH:16]1.O>CN(C)C=O>[CH3:14][C:8]1[CH:9]=[C:10]([CH3:13])[CH:11]=[CH:12][C:7]=1[C:5](=[O:6])[CH2:4][CH2:3][CH2:2][N:15]1[CH:19]=[CH:18][N:17]=[CH:16]1. The reactants are ClCCCC(=O)C1=C(C=C(C=C1)C)C (1-Chloro-4-(2,4-dimethylphenyl)-4-butanone), N1C=NC=C1 (imidazole), O (water). The solvent is CN(C=O)C (dimethylformamide). The product is CC1=C(C=CC(=C1)C)C(CCCN1C=NC=C1)=O (1-[4-(2,4-dimethylphenyl)butan-4-on-1-yl]imidazole). Reported procedure: 1-Chloro-4-(2,4-dimethylphenyl)-4-butanone (5.16 g) and imidazole (8.34 g) in dimethylformamide (10 ml) at 0° C. were stirred overnight at ambient temperature, then one day at 80° C. The resulting mixture was poured into water (200 ml), extracted with ether (3×75 ml) and the extracts were dried (magnesium sulfate) and evaporated. Chromatography of the product on silica gel eluting with 7% methanol in methylene chloride gave 3.5 g of 1-[4-(2,4-dimethylphenyl)butan-4-on-1-yl]imidazole. The yield is 59.0%. The reactants are CO, CCOC(C)=O, [O-][I+3]([O-])([O-])[O-], [Na+], C1CCOC1, O, COc1cc2c(cc1CC(O)CO)N(C)C(=O)OC2. The product is COc1cc2c(cc1CC=O)N(C)C(=O)OC2. RXN SMILES: [CH3:32][OH:33].[CH3:34][CH2:35][O:36][C:37](=[O:38])[CH3:39].[I+3:21]([O-:22])([O-:23])([O-:24])[O-:25].[Na+:26].[O:27]1[CH2:28][CH2:29][CH2:30][CH2:31]1.[OH2:20].[OH:1][CH:2]([CH2:3][c:4]1[c:5]([O:16][CH3:17])[cH:6][c:7]2[c:8]([cH:15]1)[N:9]([CH3:14])[C:10](=[O:13])[O:11][CH2:12]2)[CH2:18][OH:19]>>[O:1]=[CH:2][CH2:3][c:4]1[c:5]([O:16][CH3:17])[cH:6][c:7]2[c:8]([cH:15]1)[N:9]([CH3:14])[C:10](=[O:13])[O:11][CH2:12]2. Isolated yield 80.0%. As a reaction SMILES: [C:1]1([CH2:7][CH2:8][CH2:9][CH2:10][O:11][C:12]2[CH:17]=[CH:16][C:15](Br)=[CH:14][CH:13]=2)[CH:6]=[CH:5][CH:4]=[CH:3][CH:2]=1.[I:19]C1C=CC(O)=CC=1>>[C:1]1([CH2:7][CH2:8][CH2:9][CH2:10][O:11][C:12]2[CH:17]=[CH:16][C:15]([I:19])=[CH:14][CH:13]=2)[CH:6]=[CH:5][CH:4]=[CH:3][CH:2]=1. The reactants are C1(=CC=CC=C1)CCCCOC1=CC=C(C=C1)Br (4-(4-phenylbutoxy)bromobenzene), IC1=CC=C(C=C1)O (4-iodophenol). Procedure: Using the preparative procedure for 4-(4-phenylbutoxy)bromobenzene, except using 4-iodophenol in place of 4-bromophenol, gave 4-(4phenylbutoxy)iodobenzene in 80% yield. The product is C1(=CC=CC=C1)CCCCOC1=CC=C(C=C1)I (4-(4phenylbutoxy)iodobenzene).